Dataset: the Open Reaction Database (ORD), a public repository of structured organic reaction records. Task: describe an organic reaction: reactants, conditions, products, and yield The reactants are CCOC(=O)CBr, BrCCBr, C1CCOC1, CCOC(C)=O, C[Si](C)(C)Cl, CC1(C)CC(=O)c2cc(-c3ccc(Cl)cc3)c(-c3ccc(Cl)cc3Cl)nc2O1. Yields the product CCOC(=O)CC1(O)CC(C)(C)Oc2nc(-c3ccc(Cl)cc3Cl)c(-c3ccc(Cl)cc3)cc21. Reaction SMILES: [Br:1][CH2:2][C:3](=[O:4])[O:5][CH2:6][CH3:7].[Br:8][CH2:9][CH2:10][Br:11].[CH2:45]1[O:46][CH2:47][CH2:48][CH2:49]1.[CH3:50][CH2:51][O:52][C:53]([CH3:54])=[O:55].[Cl:12][Si:13]([CH3:14])([CH3:15])[CH3:16].[Cl:17][c:18]1[cH:19][cH:20][c:21](-[c:24]2[cH:25][c:26]3[c:27]([n:28][c:29]2-[c:30]2[c:31]([Cl:37])[cH:32][c:33]([Cl:36])[cH:34][cH:35]2)[O:38][C:39]([CH3:43])([CH3:44])[CH2:40][C:41]3=[O:42])[cH:22][cH:23]1>>[CH2:2]([C:3](=[O:4])[O:5][CH2:6][CH3:7])[C:41]1([OH:42])[c:26]2[cH:25][c:24](-[c:21]3[cH:20][cH:19][c:18]([Cl:17])[cH:23][cH:22]3)[c:29](-[c:30]3[c:31]([Cl:37])[cH:32][c:33]([Cl:36])[cH:34][cH:35]3)[n:28][c:27]2[O:38][C:39]([CH3:43])([CH3:44])[CH2:40]1.